From a dataset of the Open Reaction Database (ORD), a public repository of structured organic reaction records. describe an organic reaction: reactants, conditions, products, and yield Starting materials: [Si](C)(C)(C(C)(C)C)OCCCC=1C=C2C(=NC(=NC2=CC1)C=1C=NC=CC1)NC1=CC(=C(C=C1)F)Cl (6-(3-(tert-butyldimethylsilyloxy)propyl)-N-(3-chloro-4-fluorophenyl)-2-(pyridin-3-yl)quinazolin-4-amine), ClC(=O)OC(C)Cl (1-chloroethyl chloroformate). Run in CO (MeOH). Run at time 8 hour. Product: ClC=1C=C(C=CC1F)NC1=NC(=NC2=CC=C(C=C12)CCCO)C=1C=NC=CC1 (3-(4-(3-chloro-4-fluorophenylamino)-2-(pyridin-3-yl)quinazolin-6-yl)propan-1-ol). Isolated yield 91.3%. RXN SMILES: [Si]([O:8][CH2:9][CH2:10][CH2:11][C:12]1[CH:13]=[C:14]2[C:19](=[CH:20][CH:21]=1)[N:18]=[C:17]([C:22]1[CH:23]=[N:24][CH:25]=[CH:26][CH:27]=1)[N:16]=[C:15]2[NH:28][C:29]1[CH:34]=[CH:33][C:32]([F:35])=[C:31]([Cl:36])[CH:30]=1)(C(C)(C)C)(C)C.ClC(OC(Cl)C)=O>CO>[Cl:36][C:31]1[CH:30]=[C:29]([NH:28][C:15]2[C:14]3[C:19](=[CH:20][CH:21]=[C:12]([CH2:11][CH2:10][CH2:9][OH:8])[CH:13]=3)[N:18]=[C:17]([C:22]3[CH:23]=[N:24][CH:25]=[CH:26][CH:27]=3)[N:16]=2)[CH:34]=[CH:33][C:32]=1[F:35]. Reported procedure: To a suspension of 6-(3-(tert-butyldimethylsilyloxy)propyl)-N-(3-chloro-4-fluorophenyl)-2-(pyridin-3-yl)quinazolin-4-amine (0.35 g, 0.67 mmol) in MeOH (10 mL) was added 1-chloroethyl chloroformate (7.2 μl, 0.067 mmol). The mixture was stirred overnight at room temperature. Methanol was removed in vacuo. Sat. NaHCO3 aqueous (10 mL) and CH2Cl2 (10 mL) were added to the residue and stirred for a while. The resultant solid was collected by filtration and dried to give 0.25 g of 3-(4-(3-chloro-4-fluo... Starting materials: C1(=CC=CC=C1)B(O)O (phenylboronic acid), P(=O)([O-])([O-])[O-].[K+].[K+].[K+] (tripotassium phosphate), NC=1C(=C(C(=O)OC)C=C(C1F)Br)OC (Methyl 3-amino-5-bromo-4-fluoro-2-methoxybenzoate). The reagents and catalysts are C=1C=CC(=CC1)[P](C=2C=CC=CC2)(C=3C=CC=CC3)[Pd]([P](C=4C=CC=CC4)(C=5C=CC=CC5)C=6C=CC=CC6)([P](C=7C=CC=CC7)(C=8C=CC=CC8)C=9C=CC=CC9)[P](C=1C=CC=CC1)(C=1C=CC=CC1)C=1C=CC=CC1 (tetrakis(triphenylphosphine)palladium(0)). Solvent: O1CCOCC1 (1,4-dioxane). Reaction conditions: temperature 90 celsius, time 36 hour. The product is NC=1C(=C(C=C(C1F)C1=CC=CC=C1)C(=O)OC)OC (Methyl 5-amino-6-fluoro-4-methoxybiphenyl-3-carboxylate). The yield is 92.1%. Reaction SMILES: [NH2:1][C:2]1[C:3]([O:14][CH3:15])=[C:4]([CH:9]=[C:10](Br)[C:11]=1[F:12])[C:5]([O:7][CH3:8])=[O:6].[C:16]1(B(O)O)[CH:21]=[CH:20][CH:19]=[CH:18][CH:17]=1.P([O-])([O-])([O-])=O.[K+].[K+].[K+]>O1CCOCC1.C1C=CC([P]([Pd]([P](C2C=CC=CC=2)(C2C=CC=CC=2)C2C=CC=CC=2)([P](C2C=CC=CC=2)(C2C=CC=CC=2)C2C=CC=CC=2)[P](C2C=CC=CC=2)(C2C=CC=CC=2)C2C=CC=CC=2)(C2C=CC=CC=2)C2C=CC=CC=2)=CC=1>[NH2:1][C:2]1[C:3]([O:14][CH3:15])=[C:4]([C:5]([O:7][CH3:8])=[O:6])[CH:9]=[C:10]([C:16]2[CH:21]=[CH:20][CH:19]=[CH:18][CH:17]=2)[C:11]=1[F:12] |f:2.3.4.5,^1:42,44,63,82|. Reported procedure: Methyl 3-amino-5-bromo-4-fluoro-2-methoxybenzoate (I-230) (504 mg, 1.81 mmol) was dissolved in 1,4-dioxane (10 ml), then under nitrogen atmosphere at room temperature, phenylboronic acid (456 mg, 3.62 mmol), tripotassium phosphate (770 mg, 3.62 mmol) and tetrakis(triphenylphosphine)palladium(0) (210 mg, 0.18 mmol) were added. After stirred at 90° C. for 36 hours, this was cooled to room temperature. The insoluble matter was separated by filtration with washing with ethyl acetate, the filtrate wa... Procedure details: Under argon, 2-formyl-5-methoxybenzoic acid (10 mmol) and 2-ethylfuran (40 mmol) were dissolved in abs. dioxane (20 ml), and after 10 minutes of stirring at room temperature, conc. perchloric acid (0.3 ml) was added. The resulting reaction mixture was subsequently stirred at 60° C. for 1 h, then poured into water and stirred. Filtration and drying of the resulting precipitate gave 2-[bis(5-ethyl-2-furyl)methyl]-5-methoxybenzoic acid in the form of a colourless solid (60% of theory). 2-[Bis(5-eth... Reaction SMILES: C(C1OC(C(C2OC(CC)=CC=2)[C:9]2[CH:17]=[CH:16][C:15]([O:18][CH3:19])=[CH:14][C:10]=2[C:11](O)=[O:12])=CC=1)C.C1([N:33]=C=NC2CCCCC2)CCCCC1.N>ClCCl>[CH3:19][O:18][C:15]1[CH:16]=[CH:17][CH:9]=[C:10]([CH:14]=1)[C:11]([NH2:33])=[O:12]. The reactants are C(C)C1=CC=C(O1)C(C1=C(C(=O)O)C=C(C=C1)OC)C=1OC(=CC1)CC (2-[Bis(5-ethyl-2-furyl)methyl]-5-methoxybenzoic acid), C1(CCCCC1)N=C=NC1CCCCC1 (dicyclohexylcarbodiimide), N (ammonia). Solvent: ClCCl (dichloromethane). The product is COC=1C=CC=C(C(=O)N)C1 (5-methoxybenzamide). Isolated yield 65.0%. Run at time 1 hour. The reactants are COC=1C=C2CCC(C2=CC1)C(=O)O (5-methoxyindan-1-carboxylic acid), CN(C1=CC=C(C=C1)CNC1=CC=C(C=C1)C(C)C)C ([(4-dimethylaminophenyl)methyl](4-isopropylphenyl)amine). Product: CN(C1=CC=C(C=C1)CN(C(=O)C1CCC2=CC(=CC=C12)OC)C1=CC=C(C=C1)C(C)C)C (N-[(4-dimethylaminophenyl)methyl]-N-(4-isopropylphenyl)-5-methoxyindan-1-carboxamide). Yield: 86.9%. Reaction SMILES: [CH3:1][O:2][C:3]1[CH:4]=[C:5]2[C:9](=[CH:10][CH:11]=1)[CH:8]([C:12]([OH:14])=O)[CH2:7][CH2:6]2.[CH3:15][N:16]([CH3:34])[C:17]1[CH:22]=[CH:21][C:20]([CH2:23][NH:24][C:25]2[CH:30]=[CH:29][C:28]([CH:31]([CH3:33])[CH3:32])=[CH:27][CH:26]=2)=[CH:19][CH:18]=1>>[CH3:15][N:16]([CH3:34])[C:17]1[CH:18]=[CH:19][C:20]([CH2:23][N:24]([C:25]2[CH:30]=[CH:29][C:28]([CH:31]([CH3:32])[CH3:33])=[CH:27][CH:26]=2)[C:12]([CH:8]2[C:9]3[C:5](=[CH:4][C:3]([O:2][CH3:1])=[CH:11][CH:10]=3)[CH2:6][CH2:7]2)=[O:14])=[CH:21][CH:22]=1. Reported procedure: By the reaction and treatment in the same manner as in Example 12 using 5-methoxyindan-1-carboxylic acid (0.50 g) and [(4-dimethylaminophenyl)methyl](4-isopropylphenyl)amine (0.80 g) as starting materials, N-[(4-dimethylaminophenyl)methyl]-N-(4-isopropylphenyl)-5-methoxyindan-1-carboxamide (1.00 g) was obtained. The product is C1CNC[C@H]2CNC(C3=C([C@H]21)C=CC=C3)=O (cis-1,2,3,4,4a,5,6,11b-octahydro-7H-pyrido[3,4-d][2]benzazepin-7-one), hydrochloride salt. Reactants: O=C1NC[C@H]2[C@@H](C3=C1C=CC=C3)CCN(C2)C(=O)OC(C)(C)C (tert-butyl cis-7-oxo-1,2,4,4a,5,6,7,11b-octahydro-3H-pyrido[3,4-d][2]benzazepine-3-carboxylate), Cl.CO (HCl methanol). Procedure details: To a suspension of Example 180G in 400 mL of diethyl ether was added 80 mL of HCl/methanol (5/V) at 25° C. The mixture was stirred overnight. The solid formed was collected and dried to obtain the title compound as the hydrochloride salt. Run at time 8 hour. RXN SMILES: [O:1]=[C:2]1[C:8]2[CH:9]=[CH:10][CH:11]=[CH:12][C:7]=2[C@H:6]2[CH2:13][CH2:14][N:15](C(OC(C)(C)C)=O)[CH2:16][C@H:5]2[CH2:4][NH:3]1.Cl.CO>C(OCC)C>[CH2:13]1[C@H:6]2[C@H:5]([CH2:4][NH:3][C:2](=[O:1])[C:8]3[CH:9]=[CH:10][CH:11]=[CH:12][C:7]=32)[CH2:16][NH:15][CH2:14]1 |f:1.2|. The solvent is C(C)OCC (diethyl ether). Reactants: COC(=O)c1ccc2c(C3CCCCC3)c(Br)n(CC(C)=O)c2c1, O=C([O-])O, Cc1ccc(B2OC(C)(C)C(C)(C)O2)c(N)c1, COCCOC, [Na+], O, c1ccc(P(c2ccccc2)(c2ccccc2)[Pd](P(c2ccccc2)(c2ccccc2)c2ccccc2)(P(c2ccccc2)(c2ccccc2)c2ccccc2)P(c2ccccc2)(c2ccccc2)c2ccccc2)cc1. Yields the product COC(=O)c1ccc2c(C3CCCCC3)c(-c3ccc(C)cc3N)n(CC(C)=O)c2c1. As a reaction SMILES: [Br:1][c:2]1[n:3]([CH2:21][C:22]([CH3:23])=[O:24])[c:4]2[cH:5][c:6]([C:17](=[O:18])[O:19][CH3:20])[cH:7][cH:8][c:9]2[c:10]1[CH:11]1[CH2:12][CH2:13][CH2:14][CH2:15][CH2:16]1.[C:42](=[O:43])([O-:44])[OH:45].[CH3:25][c:26]1[cH:27][cH:28][c:29]([B:33]2[O:34][C:35]([CH3:36])([CH3:37])[C:38]([CH3:39])([CH3:40])[O:41]2)[c:30]([NH2:32])[cH:31]1.[CH3:47][O:48][CH2:49][CH2:50][O:51][CH3:52].[Na+:46].[OH2:53].[cH:54]1[cH:55][cH:56][c:57]([P:58]([Pd:59]([P:60]([c:61]2[cH:62][cH:63][cH:64][cH:65][cH:66]2)([c:67]2[cH:68][cH:69][cH:70][cH:71][cH:72]2)[c:73]2[cH:74][cH:75][cH:76][cH:77][cH:78]2)([P:79]([c:80]2[cH:81][cH:82][cH:83][cH:84][cH:85]2)([c:86]2[cH:87][cH:88][cH:89][cH:90][cH:91]2)[c:92]2[cH:93][cH:94][cH:95][cH:96][cH:97]2)[P:98]([c:99]2[cH:100][cH:101][cH:102][cH:103][cH:104]2)([c:105]2[cH:106][cH:107][cH:108][cH:109][cH:110]2)[c:111]2[cH:112][cH:113][cH:114][cH:115][cH:116]2)([c:117]2[cH:118][cH:119][cH:120][cH:121][cH:122]2)[c:123]2[cH:124][cH:125][cH:126][cH:127][cH:128]2)[cH:129][cH:130]1>>[c:2]1(-[c:29]2[cH:28][cH:27][c:26]([CH3:25])[cH:31][c:30]2[NH2:32])[n:3]([CH2:21][C:22]([CH3:23])=[O:24])[c:4]2[cH:5][c:6]([C:17](=[O:18])[O:19][CH3:20])[cH:7][cH:8][c:9]2[c:10]1[CH:11]1[CH2:12][CH2:13][CH2:14][CH2:15][CH2:16]1.